This data is from the Open Reaction Database (ORD), a public repository of structured organic reaction records. The task is: describe an organic reaction: reactants, conditions, products, and yield Starting materials: C(C)(C)N(C(C)C)CC (N,N-diisopropylethylamine), C(C)(=O)N1N=C(C2=CC(=CC=C12)Br)C (1-acetyl-5-bromo-3-methyl-1H-indazole), CO (MeOH), CN(C)C=O (DMF). The reagents and catalysts are C1=CC=C(C=C1)P([C-]2C=CC=C2)C3=CC=CC=C3.C1=CC=C(C=C1)P([C-]2C=CC=C2)C3=CC=CC=C3.[Fe+2] (DPPF), CC(=O)[O-].CC(=O)[O-].[Pd+2] (Pd(OAc)2). Conditions: temperature 90 celsius, time 8 hour. Yields the product CC1=NNC2=CC=C(C=C12)C(=O)OC (Methyl 3-methyl-1H-indazole-5-carboxylate). As a reaction SMILES: C(N(CC)C(C)C)(C)C.C([N:13]1[C:21]2[C:16](=[CH:17][C:18](Br)=[CH:19][CH:20]=2)[C:15]([CH3:23])=[N:14]1)(=O)C.[CH3:24][OH:25].CN([CH:29]=[O:30])C>C1C=CC(P(C2C=CC=CC=2)[C-]2C=CC=C2)=CC=1.C1C=CC(P(C2C=CC=CC=2)[C-]2C=CC=C2)=CC=1.[Fe+2].CC([O-])=O.CC([O-])=O.[Pd+2]>[CH3:23][C:15]1[C:16]2[C:21](=[CH:20][CH:19]=[C:18]([C:24]([O:30][CH3:29])=[O:25])[CH:17]=2)[NH:13][N:14]=1 |f:4.5.6,7.8.9|. Procedure details: N,N-diisopropylethylamine (4.14 ml, 23.71 mmol) was added to a stirred mixture of 1-acetyl-5-bromo-3-methyl-1H-indazole (2.00 g, 7.90 mmol), DPPF (0.657 g, 1.185 mmol) and Pd(OAc)2 (0.266 g, 1.185 mmol) in DMF (20 ml)-MeOH (5 ml) at room temperature and the mixture was stirred in CO atomospher (1 atm) at 90° C. overnight. After the mixture was cooled and the CO gas was removed by N2 gas, the mixture was filtered through celite pad and the filtrate was evaporated under reduced pressure. The resid... Reactants: ClC1=CC=C(C=C1)C(C(=O)N)C1=CC=C(C=C1)Cl (2,2-bis-(4-chloro-phenyl)-acetamide), B.C1CCOC1 (BH3-THF). Solvent: C1CCOC1 (THF). Product: ClC1=CC=C(C=C1)C(CN)C1=CC=C(C=C1)Cl (2,2-Bis-(4-chloro-phenyl)-ethylamine). The yield is 37.8%. As a reaction SMILES: [Cl:1][C:2]1[CH:7]=[CH:6][C:5]([CH:8]([C:12]2[CH:17]=[CH:16][C:15]([Cl:18])=[CH:14][CH:13]=2)[C:9]([NH2:11])=O)=[CH:4][CH:3]=1.B.C1COCC1>C1COCC1>[Cl:1][C:2]1[CH:7]=[CH:6][C:5]([CH:8]([C:12]2[CH:13]=[CH:14][C:15]([Cl:18])=[CH:16][CH:17]=2)[CH2:9][NH2:11])=[CH:4][CH:3]=1 |f:1.2|. Procedure: To a solution of 2,2-bis-(4-chloro-phenyl)-acetamide (0.50 g, 1.8 mmol) in THF (10 mL) at rt was added BH3-THF (1.0 M in THF, 4.5 mL, 4.5 mmol). The solution was heated at reflux for 2 h. The mixture was cooled in an ice bath, and the excess BH3 was quenched by careful addition of 10 mL of MeOH. HCl (2.0 M in MeOH, 5 mL) was added, and the resulting mixture was heated at reflux for 1 h. After cooling, the mixture was concentrated, and the residue was partitioned between 1 N HCl and Et2O. The aci...